From a dataset of the Open Reaction Database (ORD), a public repository of structured organic reaction records. describe an organic reaction: reactants, conditions, products, and yield Starting materials: [Li+].[OH-] (LiOH), NC1=C(C=C(C=C1C(F)(F)F)C[C@H](C(=O)N1C[C@H](N(CC1)C1CCN(CC1)C)C(=O)OCC)OC(=O)N1CCC(CC1)N1C(NC2=C(CC1)C=CC=C2)=O)Cl (ethyl(S)-4-{(R)-3-(4-amino-3-chloro-5-trifluoromethyl-phenyl)-2-[4-(2-oxo-1,2,4,5-tetrahydro-1,3-benzodiazepin-3-yl)-piperidine-1-carbonyloxy]-propionyl}-1-(1-methyl-piperidin-4-yl)-piperazine-2-carboxylate), [Li+].[OH-] (LiOH). Run in C1CCOC1 (THF). Conditions: time 8 hour. Product: NC1=C(C=C(C=C1C(F)(F)F)C[C@H](C(=O)N1C[C@H](N(CC1)C1CCN(CC1)C)C(=O)O)OC(=O)N1CCC(CC1)N1C(NC2=C(CC1)C=CC=C2)=O)Cl ((S)-4-{(R)-3-(4-amino-3-chloro-5-trifluoromethyl-phenyl)-2-[4-(2-oxo-1,2,4,5-tetrahydro-1,3-benzodiazepin-3-yl)-piperidine-1-carbonyloxy]-propionyl}-1-(1-methyl-piperidin-4-yl)-piperazine-2-carboxylic acid). As a reaction SMILES: [Li+].[OH-].[NH2:3][C:4]1[C:9]([C:10]([F:13])([F:12])[F:11])=[CH:8][C:7]([CH2:14][C@@H:15]([O:36][C:37]([N:39]2[CH2:44][CH2:43][CH:42]([N:45]3[CH2:51][CH2:50][C:49]4[CH:52]=[CH:53][CH:54]=[CH:55][C:48]=4[NH:47][C:46]3=[O:56])[CH2:41][CH2:40]2)=[O:38])[C:16]([N:18]2[CH2:23][CH2:22][N:21]([CH:24]3[CH2:29][CH2:28][N:27]([CH3:30])[CH2:26][CH2:25]3)[C@H:20]([C:31]([O:33]CC)=[O:32])[CH2:19]2)=[O:17])=[CH:6][C:5]=1[Cl:57]>C1COCC1>[NH2:3][C:4]1[C:9]([C:10]([F:11])([F:13])[F:12])=[CH:8][C:7]([CH2:14][C@@H:15]([O:36][C:37]([N:39]2[CH2:40][CH2:41][CH:42]([N:45]3[CH2:51][CH2:50][C:49]4[CH:52]=[CH:53][CH:54]=[CH:55][C:48]=4[NH:47][C:46]3=[O:56])[CH2:43][CH2:44]2)=[O:38])[C:16]([N:18]2[CH2:23][CH2:22][N:21]([CH:24]3[CH2:25][CH2:26][N:27]([CH3:30])[CH2:28][CH2:29]3)[C@H:20]([C:31]([OH:33])=[O:32])[CH2:19]2)=[O:17])=[CH:6][C:5]=1[Cl:57] |f:0.1|. Reported procedure: 0.26 mL (0.13 mmol) 0.5 M LiOH solution were added to 50.0 mg (0.06 mmol) ethyl(S)-4-{(R)-3-(4-amino-3-chloro-5-trifluoromethyl-phenyl)-2-[4-(2-oxo-1,2,4,5-tetrahydro-1,3-benzodiazepin-3-yl)-piperidine-1-carbonyloxy]-propionyl}-1-(1-methyl-piperidin-4-yl)-piperazine-2-carboxylate in 0.8 mL THF and the reaction mixture was stirred overnight at RT. To complete the reaction another 50 μL (0.1 mmol) 0.5 M LiOH solution were added, it was stirred for another 4 h at RT and then the reaction mixture wa... Procedure: TFA (10 mL) was added to a solution of tert-butyl 3-(2-chloro-3-((4-(2-ethylthiazole-4-carbonyl)-1-oxa-4,9-diazaspiro[5.5]undecan-9-yl)methyl)phenethoxy)propanoate [Example 26, step d] (3.1 g) in DCM (30 mL) and the resulting mixture stirred for 2 h, then evaporated. The residue was partitioned between ethyl acetate (100 mL) and saturated sodium bicarbonate solution (50 mL). The phases were separated and the aqueous phase was washed with more ethyl acetate (2×100 mL). The aqueous phase was then ... Yields the product ClC1=C(CCOCCC(=O)O)C=CC=C1CN1CCC2(CN(CCO2)C(=O)C=2N=C(SC2)CC)CC1 (3-(2-Chloro-3-((4-(2-ethylthiazole-4-carbonyl)-1-oxa-4,9-diazaspiro[5.5]undecan-9-yl)methyl)phenethoxy)propanoic acid). RXN SMILES: C(O)(C(F)(F)F)=O.[Cl:8][C:9]1[C:26]([CH2:27][N:28]2[CH2:47][CH2:46][C:31]3([O:36][CH2:35][CH2:34][N:33]([C:37]([C:39]4[N:40]=[C:41]([CH2:44][CH3:45])[S:42][CH:43]=4)=[O:38])[CH2:32]3)[CH2:30][CH2:29]2)=[CH:25][CH:24]=[CH:23][C:10]=1[CH2:11][CH2:12][O:13][CH2:14][CH2:15][C:16]([O:18]C(C)(C)C)=[O:17]>C(Cl)Cl>[Cl:8][C:9]1[C:26]([CH2:27][N:28]2[CH2:29][CH2:30][C:31]3([O:36][CH2:35][CH2:34][N:33]([C:37]([C:39]4[N:40]=[C:41]([CH2:44][CH3:45])[S:42][CH:43]=4)=[O:38])[CH2:32]3)[CH2:46][CH2:47]2)=[CH:25][CH:24]=[CH:23][C:10]=1[CH2:11][CH2:12][O:13][CH2:14][CH2:15][C:16]([OH:18])=[O:17]. The reactants are C(=O)(C(F)(F)F)O (TFA), ClC1=C(CCOCCC(=O)OC(C)(C)C)C=CC=C1CN1CCC2(CN(CCO2)C(=O)C=2N=C(SC2)CC)CC1 (tert-butyl 3-(2-chloro-3-((4-(2-ethylthiazole-4-carbonyl)-1-oxa-4,9-diazaspiro[5.5]undecan-9-yl)methyl)phenethoxy)propanoate). Run in C(Cl)Cl (DCM). Run at time 2 hour. Starting materials: [Si](C)(C)(C(C)(C)C)O[C@H]1[C@@H](CN(C[C@@H]1C)C1=C2C(=NC=C1NC(=O)C1=NC(=C(C=C1)F)C1=C(C=C(C=C1F)COC)F)C(CC2)O)NC(OC(C)(C)C)=O (tert-butyl ((3R,4R,5S)-4-{[tert-butyl(dimethyl)silyl]oxy}-1-{3-[({6-[2,6-difluoro-4-(methoxymethyl)phenyl]-5-fluoropyridin-2-yl}carbonyl)amino]-7-hydroxy-6,7-dihydro-5H-cyclopenta[b]pyridin-4-yl}-5-methylpiperidin-3-yl)carbamate), Cl (HCl), O1CCOCC1 (dioxane). Yields the product N[C@@H]1CN(C[C@@H]([C@H]1O)C)C1=C2C(=NC=C1NC(=O)C1=NC(=C(C=C1)F)C1=C(C=C(C=C1F)COC)F)C(CC2)O (N-{4-[(3R,4R,5S)-3-Amino-4-hydroxy-5-methylpiperidin-1-yl]-7-hydroxy-6,7-dihydro-5H-cyclopenta[b]pyridin-3-yl}-6-[2,6-difluoro-4-(methoxymethyl)phenyl]-5-fluoropyridine-2-carboxamide). As a reaction SMILES: [Si]([O:8][C@@H:9]1[C@@H:14]([CH3:15])[CH2:13][N:12]([C:16]2[C:21]([NH:22][C:23]([C:25]3[CH:30]=[CH:29][C:28]([F:31])=[C:27]([C:32]4[C:37]([F:38])=[CH:36][C:35]([CH2:39][O:40][CH3:41])=[CH:34][C:33]=4[F:42])[N:26]=3)=[O:24])=[CH:20][N:19]=[C:18]3[CH:43]([OH:46])[CH2:44][CH2:45][C:17]=23)[CH2:11][C@H:10]1[NH:47]C(=O)OC(C)(C)C)(C(C)(C)C)(C)C.Cl.O1CCOCC1>>[NH2:47][C@H:10]1[C@H:9]([OH:8])[C@@H:14]([CH3:15])[CH2:13][N:12]([C:16]2[C:21]([NH:22][C:23]([C:25]3[CH:30]=[CH:29][C:28]([F:31])=[C:27]([C:32]4[C:37]([F:38])=[CH:36][C:35]([CH2:39][O:40][CH3:41])=[CH:34][C:33]=4[F:42])[N:26]=3)=[O:24])=[CH:20][N:19]=[C:18]3[CH:43]([OH:46])[CH2:44][CH2:45][C:17]=23)[CH2:11]1. Procedure details: The alcohol intermediate prepared as described above was treated with 4.0 M HCl in dioxane (10 mL, 40 mmol) at room temperature overnight. The reaction mixture was concentrated under reduced pressure. The residue was purified by preparative LCMS (Waters SunFire™ C18 column, 19 mm×100 mm, 5 μm particle size, eluting with a gradient of MeCN/water containing 0.1% NH4OH, at flow rate of 30 mL/min.) to afford two diastereoisomers of the title compound as white powders. Starting materials: C(C1=CC=CC=C1)OC1=C2C=NNC2=C(C=C1)C (4-benzyloxy-7-methyl-indazole), C(C1=CC=CC=C1)OC1=C2C=NNC2=CC(=C1)CC (4-benzyloxy-6-ethyl-indazole). The product is C(C1=CC=CC=C1)OC1=C2C=NNC2=CC(=C1)C (4-Benzyloxy-6-methyl-indazole). As a reaction SMILES: C(OC1C=CC(C)=C2C=1C=NN2)C1C=CC=CC=1.[CH2:19]([O:26][C:27]1[CH:35]=[C:34]([CH2:36]C)[CH:33]=[C:32]2[C:28]=1[CH:29]=[N:30][NH:31]2)[C:20]1[CH:25]=[CH:24][CH:23]=[CH:22][CH:21]=1>>[CH2:19]([O:26][C:27]1[CH:35]=[C:34]([CH3:36])[CH:33]=[C:32]2[C:28]=1[CH:29]=[N:30][NH:31]2)[C:20]1[CH:21]=[CH:22][CH:23]=[CH:24][CH:25]=1. Procedure: In an analogous manner, there are obtained 4-benzyloxy-5-methyl-indazole (m.p. 94°-95° C.); 4-benzyloxy-7-methyl-indazole (m.p. 175°-177° C.), and 4-benzyloxy-6-ethyl-indazole. Starting materials: FC1=CC=C(C=C1)C1C(NC(O1)=O)CC1=CC=C(C=C1)F ((4RS,5SR)-5-(4-fluorophenyl)-4-((4-fluorophenyl)methyl)-1,3-oxazolidin-2-one), [OH-].[Na+] (sodium hydroxide). Solvent: C(C)O (ethanol). The product is NC(C(O)C1=CC=C(C=C1)F)CC1=CC=C(C=C1)F ((1RS,2SR)-2-amino-1,3-bis(4-fluorophenyl)-1-propanol). Yield: 86.4%. Reaction SMILES: [F:1][C:2]1[CH:7]=[CH:6][C:5]([CH:8]2[O:12]C(=O)[NH:10][CH:9]2[CH2:14][C:15]2[CH:20]=[CH:19][C:18]([F:21])=[CH:17][CH:16]=2)=[CH:4][CH:3]=1.[OH-].[Na+]>C(O)C>[NH2:10][CH:9]([CH2:14][C:15]1[CH:16]=[CH:17][C:18]([F:21])=[CH:19][CH:20]=1)[CH:8]([C:5]1[CH:4]=[CH:3][C:2]([F:1])=[CH:7][CH:6]=1)[OH:12] |f:1.2|. Reported procedure: To a solution of (4RS,5SR)-5-(4-fluorophenyl)-4-((4-fluorophenyl)methyl)-1,3-oxazolidin-2-one (11.87 g, 41.0 mmol) in ethanol (200 ml) was added 8N aqueous sodium hydroxide solution (25.6 ml, 205 mmol) and the mixture was heated under reflux for 4 hrs. The reaction solution was concentrated, diluted with water (200 ml) and extracted with ethyl acetate (200 ml×2). The extract was washed with saturated brine, dried over anhydrous magnesium sulfate and evaporated under reduced pressure. The residue... The reactants are CC(C)(C)OC(=O)Nc1ccc(Br)c([N+](=O)[O-])n1, C1CCC2=NCCCN2CC1, CI, CN(C)C=O. The product is CN(C(=O)OC(C)(C)C)c1ccc(Br)c([N+](=O)[O-])n1. Reaction SMILES: [C:1]([CH3:2])([CH3:3])([CH3:4])[O:5][C:6]([NH:7][c:8]1[n:9][c:10]([N+:15](=[O:16])[O-:17])[c:11]([Br:14])[cH:12][cH:13]1)=[O:18].[CH2:19]1[CH2:20][CH2:21][C:22]2=[N:27][CH2:26][CH2:25][CH2:24][N:23]2[CH2:28][CH2:29]1.[CH3:30][I:31].[O:32]=[CH:33][N:34]([CH3:35])[CH3:36]>>[C:1]([CH3:2])([CH3:3])([CH3:4])[O:5][C:6]([N:7]([c:8]1[n:9][c:10]([N+:15](=[O:16])[O-:17])[c:11]([Br:14])[cH:12][cH:13]1)[CH3:19])=[O:18]. The reactants are CC(C)(C)OC(=O)CBr, [H-], [Na+], O=C(NC1CN(C(=O)C2CCCCC2)c2ccccc2NC1=O)OCc1ccccc1, C1CCOC1. Yields the product CC(C)(C)OC(=O)CN1C(=O)C(NC(=O)OCc2ccccc2)CN(C(=O)C2CCCCC2)c2ccccc21. Reaction SMILES: [Br:34][CH2:35][C:36](=[O:37])[O:38][C:39]([CH3:40])([CH3:41])[CH3:42].[H-:32].[Na+:33].[O:1]=[C:2]1[CH:3]([NH:21][C:22](=[O:23])[O:24][CH2:25][c:26]2[cH:27][cH:28][cH:29][cH:30][cH:31]2)[CH2:4][N:5]([C:13](=[O:14])[CH:15]2[CH2:16][CH2:17][CH2:18][CH2:19][CH2:20]2)[c:6]2[c:7]([cH:9][cH:10][cH:11][cH:12]2)[NH:8]1.[O:43]1[CH2:44][CH2:45][CH2:46][CH2:47]1>>[O:1]=[C:2]1[CH:3]([NH:21][C:22](=[O:23])[O:24][CH2:25][c:26]2[cH:27][cH:28][cH:29][cH:30][cH:31]2)[CH2:4][N:5]([C:13](=[O:14])[CH:15]2[CH2:16][CH2:17][CH2:18][CH2:19][CH2:20]2)[c:6]2[c:7]([cH:9][cH:10][cH:11][cH:12]2)[N:8]1[CH2:35][C:36](=[O:37])[O:38][C:39]([CH3:40])([CH3:41])[CH3:42]. The reactants are N=1C=CN2C1N=C(C=C2)N (Imidazo[1,2-a]pyrimidin-7-amine), BrC=1C(N(C=C(C1)Br)C)=O (3,5-dibromo-1-methylpyridin-2(1H)-one), CC1(C2=C(C(=CC=C2)P(C3=CC=CC=C3)C4=CC=CC=C4)OC5=C(C=CC=C51)P(C6=CC=CC=C6)C7=CC=CC=C7)C (Xantphos), C(=O)([O-])[O-].[Cs+].[Cs+] (Cs2CO3). Reagents/catalysts: C=1C=CC(=CC1)/C=C/C(=O)/C=C/C2=CC=CC=C2.C=1C=CC(=CC1)/C=C/C(=O)/C=C/C2=CC=CC=C2.C=1C=CC(=CC1)/C=C/C(=O)/C=C/C2=CC=CC=C2.[Pd].[Pd] (Pd2dba3). Run in O1CCOCC1 (1,4-dioxane). The product is BrC=1C=C(C(N(C1)C)=O)NC1=NC=2N(C=C1)C=CN2 (5-Bromo-3-(imidazo[1,2-a]pyrimidin-7-ylamino)-1-methylpyridin-2(1H)-one). Isolated yield 31.0%. Reaction SMILES: [N:1]1[CH:2]=[CH:3][N:4]2[CH:9]=[CH:8][C:7]([NH2:10])=[N:6][C:5]=12.Br[C:12]1[C:13](=[O:20])[N:14]([CH3:19])[CH:15]=[C:16]([Br:18])[CH:17]=1.CC1(C)C2C(=C(P(C3C=CC=CC=3)C3C=CC=CC=3)C=CC=2)OC2C(P(C3C=CC=CC=3)C3C=CC=CC=3)=CC=CC1=2.C([O-])([O-])=O.[Cs+].[Cs+]>C1C=CC(/C=C/C(/C=C/C2C=CC=CC=2)=O)=CC=1.C1C=CC(/C=C/C(/C=C/C2C=CC=CC=2)=O)=CC=1.C1C=CC(/C=C/C(/C=C/C2C=CC=CC=2)=O)=CC=1.[Pd].[Pd].O1CCOCC1>[Br:18][C:16]1[CH:17]=[C:12]([NH:10][C:7]2[CH:8]=[CH:9][N:4]3[CH:3]=[CH:2][N:1]=[C:5]3[N:6]=2)[C:13](=[O:20])[N:14]([CH3:19])[CH:15]=1 |f:3.4.5,6.7.8.9.10|. Reported procedure: A 250-mL round-bottomed flask equipped with a magnetic stirrer and a reflux condenser was charged with 199a (2.2 g, 16.4 mmol), 3,5-dibromo-1-methylpyridin-2(1H)-one (8.77 g, 32.8 mmol), Pd2dba3 (1.5 g, 1.64 mmol), Xantphos (1.88 g, 3.28 mmol), Cs2CO3 (10.7 g. 32.8 mmol), and 1,4-dioxane (150 mL). The system was evacuated and then refilled with N2. It was then heated at reflux for 3 h. After the completion of the reaction, the mixture was filtered off and the solid was washed with methanol (60 m... The reactants are C[C@H]1N(C(O[C@H]1C1=CC=CC=C1)=O)C(CCC1=CC=CC=C1)=O ((4R,5S)-4-methyl-5-phenyl-3-(3-phenyl-propionyl)oxazolidine-2-one), sodium hexamethyldisilylamide, BrCC(=O)OC(C)(C)C (t-butyl bromoacetate). Solvent: C1CCOC1 (THF), C1CCOC1 (THF). Reported procedure: To a stirred solution of the resultant compound from Example 65 (12.9 g, 41.7 mmol) in dry THF (100 ml) under nitrogen was added at -78° C. a solution of sodium hexamethyldisilylamide 45.9 ml (1M in THF). After 30 min, t-butyl bromoacetate (13.6 ml, 83.4 mmol) was added as a solution in THF. The resulting reaction mixture was stirred for 1 h at -78° C., quenched with sat. NH4Cl solution (50 ml) and the entire reaction mixture partitioned between diethyl ether and water. The organic layer was sep... As a reaction SMILES: [CH3:1][C@@H:2]1[C@H:6]([C:7]2[CH:12]=[CH:11][CH:10]=[CH:9][CH:8]=2)[O:5][C:4](=[O:13])[N:3]1[C:14](=[O:23])[CH2:15][CH2:16][C:17]1[CH:22]=[CH:21][CH:20]=[CH:19][CH:18]=1.Br[CH2:25][C:26]([O:28][C:29]([CH3:32])([CH3:31])[CH3:30])=[O:27]>C1COCC1>[C:29]([O:28][C:26]([CH2:25][C@H:15]([CH2:16][C:17]1[CH:18]=[CH:19][CH:20]=[CH:21][CH:22]=1)[C:14]([N:3]1[C@H:2]([CH3:1])[C@H:6]([C:7]2[CH:8]=[CH:9][CH:10]=[CH:11][CH:12]=2)[O:5][C:4]1=[O:13])=[O:23])=[O:27])([CH3:32])([CH3:31])[CH3:30]. Product: C(C)(C)(C)OC(=O)C[C@@H](C(=O)N1C(O[C@H]([C@H]1C)C1=CC=CC=C1)=O)CC1=CC=CC=C1 ((4R,5S)-3[(2S)-3t-butoxycarbonyl-2-benzylpropionyl]-4-methyl-5-phenyl-oxazolidine-2-one). Run at temperature -78 celsius, time 30 minute. The reactants are CuBr, IC1=C(C=CC=C1)[N+](=O)[O-] (1-iodo-2-nitrobenzene), N1C=CC2=CC(=CC=C12)CN1CCC(CC1)C=1C=C(C=CC1)NC(C(C)C)=O (N-{3-[1-(1H-indol-5-ylmethyl)-4-piperidinyl]phenyl}-2-methylpropanamide). Product: CC(C(=O)NC1=CC(=CC=C1)C1CCN(CC1)CC=1C=C2C=CN(C2=CC1)C1=C(C=CC=C1)[N+](=O)[O-])C (2-METHYL-N-[3-(1-{[1-(2-NITROPHENYL)-1H-INDOL-5-YL]METHYL}-4-PIPERIDINYL)PHENYL]PROPANAMIDE). RXN SMILES: I[C:2]1[CH:7]=[CH:6][CH:5]=[CH:4][C:3]=1[N+:8]([O-:10])=[O:9].[NH:11]1[C:19]2[C:14](=[CH:15][C:16]([CH2:20][N:21]3[CH2:26][CH2:25][CH:24]([C:27]4[CH:28]=[C:29]([NH:33][C:34](=[O:38])[CH:35]([CH3:37])[CH3:36])[CH:30]=[CH:31][CH:32]=4)[CH2:23][CH2:22]3)=[CH:17][CH:18]=2)[CH:13]=[CH:12]1>>[CH3:36][CH:35]([CH3:37])[C:34]([NH:33][C:29]1[CH:30]=[CH:31][CH:32]=[C:27]([CH:24]2[CH2:23][CH2:22][N:21]([CH2:20][C:16]3[CH:15]=[C:14]4[C:19](=[CH:18][CH:17]=3)[N:11]([C:2]3[CH:7]=[CH:6][CH:5]=[CH:4][C:3]=3[N+:8]([O-:10])=[O:9])[CH:12]=[CH:13]4)[CH2:26][CH2:25]2)[CH:28]=1)=[O:38]. Procedure details: Prepared by Procedure C and Scheme Q1, with CuBr in place of Cu, using 1-iodo-2-nitrobenzene and N-{3-[1-(1H-indol-5-ylmethyl)-4-piperidinyl]phenyl}-2-methylpropanamide: ESMS m/e: 497.2 (M+H)+.